Dataset: the Open Reaction Database (ORD), a public repository of structured organic reaction records. Task: describe an organic reaction: reactants, conditions, products, and yield Starting materials: ClC1=C(N)C=C(C(=C1Cl)Cl)Cl (2,3,4,5-tetrachloroaniline), C1(=CC=CC=C1)O (phenol), [OH-].[Na+] (sodium hydroxide). Reagents/catalysts: [Ta] (tantalum), [Pd] (palladium/charcoal). Solvent: [H][H] (hydrogen), O (water), C1(=CC=CC=C1)C (toluene). The product is ClC=1C=C(N)C=C(C1)Cl (3,5-dichloroaniline). Reaction SMILES: Cl[C:2]1[C:8]([Cl:9])=[C:7](Cl)[C:6]([Cl:11])=[CH:5][C:3]=1[NH2:4].C1(O)C=CC=CC=1.[OH-].[Na+]>[Pd].[H][H].O.C1(C)C=CC=CC=1.[Ta]>[Cl:9][C:8]1[CH:2]=[C:3]([CH:5]=[C:6]([Cl:11])[CH:7]=1)[NH2:4] |f:2.3|. Procedure details: 40 parts of 2,3,4,5-tetrachloroaniline, 150 parts of phenol and 12 g of a moist palladium/charcoal catalyst already used for this reaction (1% strength, 8 g dry) are mixed, and the mixture is stirred in a tantalum autoclave for 6 hours after forcing in hydrogen up to a total pressure of from 16 to a maximum of 18 bar at 165° C. After the pressurised vessel has been cooled and the pressure released, the reaction mixture is diluted with water, toluene is added, and the mixture is rendered alkaline... Reactants: [Li]CCCC (n-BuLi), CN(C)C=O (DMF), BrC=1C=C2CCCN(C2=NC1C(OC)OC)C(=O)NC1=NC=C(C=C1)C#N (6-bromo-N-(5-cyanopyridin-2-yl)-7-(dimethoxymethyl)-3,4-dihydro-1,8-naphthyridine-1(2H)-carboxamide), BrC=1C=C2CCCN(C2=NC1C(OC)OC)C(=O)NC1=NC=C(C=C1)C#N (6-bromo-N-(5-cyanopyridin-2-yl)-7-(dimethoxymethyl)-3,4-dihydro-1,8-naphthyridine-1(2H)-carboxamide), [Li]C (MeLi), [NH4+].[Cl-] (NH4Cl). Solvent: CCCCCC (hexane), C1CCOC1 (THF). RXN SMILES: Br[C:2]1[CH:3]=[C:4]2[C:9](=[N:10][C:11]=1[CH:12]([O:15][CH3:16])[O:13][CH3:14])[N:8]([C:17]([NH:19][C:20]1[CH:25]=[CH:24][C:23]([C:26]#[N:27])=[CH:22][N:21]=1)=[O:18])[CH2:7][CH2:6][CH2:5]2.[Li]C.[Li]CCCC.CN([CH:38]=[O:39])C.[NH4+].[Cl-]>C1COCC1.CCCCCC>[C:26]([C:23]1[CH:24]=[CH:25][C:20]([NH:19][C:17]([N:8]2[C:9]3[C:4](=[CH:3][C:2]([CH:38]=[O:39])=[C:11]([CH:12]([O:15][CH3:16])[O:13][CH3:14])[N:10]=3)[CH2:5][CH2:6][CH2:7]2)=[O:18])=[N:21][CH:22]=1)#[N:27] |f:4.5|. Run at time 5 minute. The product is C(#N)C=1C=CC(=NC1)NC(=O)N1CCCC2=CC(=C(N=C12)C(OC)OC)C=O (N-(5-cyanopyridin-2-yl)-7-(dimethoxymethyl)-6-formyl-3,4-dihydro-1,8-naphthyridine-1(2H)-carboxamide). Reported procedure: To a solution of 6-bromo-N-(5-cyanopyridin-2-yl)-7-(dimethoxymethyl)-3,4-dihydro-1,8-naphthyridine-1(2H)-carboxamide (intermediate 2H, 300 mg, 0.694 mmol) in THF (10 ml) at −78° C., was added MeLi (1.6 M in Et2O, 0.434 ml, 0.694 mmol), the solution was stirred for 5 min, then n-BuLi in (1.6 M in hexane, 0.477 ml, 0.763 mmol) was added and the solution was stirred for 20 min. Then, DMF (0.322 ml, 4.16 mmol) was added, the reaction mixture was stirred at −78° C. for 1 h and then allowed to warm to...